Dataset: the Open Reaction Database (ORD), a public repository of structured organic reaction records. Task: describe an organic reaction: reactants, conditions, products, and yield Starting materials: C(\C=C(/C)\CCC=C(C)C)Br (geranyl bromide), C(C)N(C(C1=CC(OC)=C(O)C=C1)=O)CC (vanillic acid N,N-diethyl amide). The product is C(\C=C(/C)\CCC=C(C)C)OC1=C(C=C(C(=O)N(CC)CC)C=C1)OC (p-geranyloxy-m-methoxy-N,N-diethyl-benzamide). As a reaction SMILES: [CH2:1](Br)/[CH:2]=[C:3](/[CH2:5][CH2:6][CH:7]=[C:8]([CH3:10])[CH3:9])\[CH3:4].[CH2:12]([N:14]([CH2:26][CH3:27])[C:15](=[O:25])[C:16]1[CH:24]=[CH:23][C:21]([OH:22])=[C:18]([O:19][CH3:20])[CH:17]=1)[CH3:13]>>[CH2:1]([O:22][C:21]1[CH:23]=[CH:24][C:16]([C:15]([N:14]([CH2:26][CH3:27])[CH2:12][CH3:13])=[O:25])=[CH:17][C:18]=1[O:19][CH3:20])/[CH:2]=[C:3](/[CH2:5][CH2:6][CH:7]=[C:8]([CH3:10])[CH3:9])\[CH3:4]. Procedure details: geranyl bromide was reacted with vanillic acid N,N-diethyl amide to obtain p-geranyloxy-m-methoxy-N,N-diethyl-benzamide (boiling point = 180°/0.05 mmHg);